From a dataset of the Open Reaction Database (ORD), a public repository of structured organic reaction records. describe an organic reaction: reactants, conditions, products, and yield The reagents and catalysts are CC(=O)[O-].CC(=O)[O-].[Cu+2] (Cu(OAc)2). RXN SMILES: [CH2:1]([CH:3]1[CH:29]=[C:28]([CH3:30])[CH2:27][CH:26]([CH3:31])[CH2:25][CH:24]([O:32][CH3:33])[CH:23]2[O:34][C:19]([OH:38])([CH:20]([CH3:37])[CH2:21][CH:22]2[O:35][CH3:36])[C:18](=[O:39])[C:17](=[O:40])[N:16]2[CH:11]([CH2:12][CH2:13][CH2:14][CH2:15]2)[C:10](=[O:41])[O:9][CH:8]([C:42]([CH3:52])=[CH:43][CH:44]2[CH2:49][CH2:48][CH:47]([OH:50])[CH:46]([OH:51])[CH2:45]2)[CH:7]([CH3:53])[CH:6]([OH:54])[CH2:5][C:4]1=[O:55])[CH3:2].C(O)(=O)C.C(O)(=O)C.[C:64]1([Bi](C2C3C(=CC=CC=3)C=CC=2)C2C3C(=CC=CC=3)C=CC=2)[C:73]2[C:68](=[CH:69][CH:70]=[CH:71][CH:72]=2)[CH:67]=[CH:66][CH:65]=1.C(O)(=O)C.C(=O)(O)O.C1([Bi](C2C3C(=CC=CC=3)C=CC=2)C2C3C(=CC=CC=3)C=CC=2)C2C(=CC=CC=2)C=CC=1>C(Cl)Cl.C([O-])(O)=O.[Na+].CC([O-])=O.CC([O-])=O.[Cu+2]>[CH2:1]([CH:3]1[CH:29]=[C:28]([CH3:30])[CH2:27][CH:26]([CH3:31])[CH2:25][CH:24]([O:32][CH3:33])[CH:23]2[O:34][C:19]([OH:38])([CH:20]([CH3:37])[CH2:21][CH:22]2[O:35][CH3:36])[C:18](=[O:39])[C:17](=[O:40])[N:16]2[CH:11]([CH2:12][CH2:13][CH2:14][CH2:15]2)[C:10](=[O:41])[O:9][CH:8]([C:42]([CH3:52])=[CH:43][CH:44]2[CH2:49][CH2:48][CH:47]([OH:50])[CH:46]([O:51][C:72]3[C:73]4[C:68](=[CH:67][CH:66]=[CH:65][CH:64]=4)[CH:69]=[CH:70][CH:71]=3)[CH2:45]2)[CH:7]([CH3:53])[CH:6]([OH:54])[CH2:5][C:4]1=[O:55])[CH3:2] |f:1.2.3,5.6,8.9,10.11.12|. Reaction conditions: temperature 40 celsius. The reactants are C(C)C1C(CC(C(C(OC(C2CCCCN2C(C(C2(C(CC(C(C(CC(CC(=C1)C)C)OC)O2)OC)C)O)=O)=O)=O)C(=CC2CC(C(CC2)O)O)C)C)O)=O (17-ethyl-1,14-dihydroxy-12-[2'(3",4"-dihydroxycyclohexyl)-1'-methylvinyl]-23,25-dimethoxy-13,19,21,27-tetramethyl-11,28-dioxa-4-azatricyclo[22.3.1.04,9 ]octacos-18-ene-2,3,10,16-tetraone), C(C)(=O)O.C(C)(=O)O.C1(=CC=CC2=CC=CC=C12)[Bi](C1=CC=CC2=CC=CC=C12)C1=CC=CC2=CC=CC=C12 (tri(1-naphthyl) bismuth diacetate), C(C)(=O)O (acetic acid), C(O)(O)=O.C1(=CC=CC2=CC=CC=C12)[Bi](C1=CC=CC2=CC=CC=C12)C1=CC=CC2=CC=CC=C12 (tri(1-naphthyl) bismuth carbonate). Procedure: To a stirred mixture of 17-ethyl-1,14-dihydroxy-12-[2'(3",4"-dihydroxycyclohexyl)-1'-methylvinyl]-23,25-dimethoxy-13,19,21,27-tetramethyl-11,28-dioxa-4-azatricyclo[22.3.1.04,9 ]octacos-18-ene-2,3,10,16-tetraone (250 mg, 0.32 mmol, 1 eq) and Cu(OAc)2 (15 mg, 0.08 mmol, 0.25 eq) in CH2Cl2 (5 ml) in a round bottom flask equipped with a magnetic stir-bar was added tri(1-naphthyl) bismuth diacetate [prepared immediately prior to use by addition of acetic acid (0.100 ml, 1.75 mmol, 5.46 eq) to a suspe... The product is C(C)C1C(CC(C(C(OC(C2CCCCN2C(C(C2(C(CC(C(C(CC(CC(=C1)C)C)OC)O2)OC)C)O)=O)=O)=O)C(=CC2CC(C(CC2)O)OC2=CC=CC1=CC=CC=C21)C)C)O)=O (17-ethyl-1,14-dihydroxy-12-[2'-(3"-(naphth-1-yloxy)-4"-hydroxycyclohexyl)-1'-methylvinyl]-23,25-dimethoxy-13,19,21,27-tetramethyl-11,28-dioxa-4-aza-tricyclo[22.3.1.04,9 ]octacos-18-ene-2,3,10,16-tetraone), 17-ethyl-1,14-dihydroxy-12-[2'-(4"-(naphth-1-yloxy)-3"-hydroxycyclohexyl)-1'-methylvinyl]-23,25-dimethoxy-13,19,21,27-tetramethyl-1,28-dioxa-4-azatricyclo[22.3.1.04,9 ]-octacos-18-ene-2,3,10,16-tetraone. The solvent is C(=O)(O)[O-].[Na+] (NaHCO3), C(Cl)Cl (CH2Cl2), C(Cl)Cl (CH2Cl2). Reactants: O.O.[Sn](Cl)Cl (tin(II) chloride dihydrate), C(C)(C)NS(=O)(=O)C1=CC=C(C=C1)C1=CC=C(C=C1)[N+](=O)[O-] (N-Isopropyl-4′-nitrobiphenyl-4-sulfonamide). Solvent: CN(C)C=O (DMF). Reaction conditions: time 18 hour. Yields the product NC1=CC=C(C=C1)C1=CC=C(C=C1)S(=O)(=O)NC(C)C (4′-Amino-N-isopropylbiphenyl-4-sulfonamide). Reaction SMILES: O.O.[Sn](Cl)Cl.[CH:6]([NH:9][S:10]([C:13]1[CH:18]=[CH:17][C:16]([C:19]2[CH:24]=[CH:23][C:22]([N+:25]([O-])=O)=[CH:21][CH:20]=2)=[CH:15][CH:14]=1)(=[O:12])=[O:11])([CH3:8])[CH3:7]>CN(C=O)C>[NH2:25][C:22]1[CH:23]=[CH:24][C:19]([C:16]2[CH:17]=[CH:18][C:13]([S:10]([NH:9][CH:6]([CH3:8])[CH3:7])(=[O:12])=[O:11])=[CH:14][CH:15]=2)=[CH:20][CH:21]=1 |f:0.1.2|. Reported procedure: 288.8 mg (1.28 mmol) of tin(II) chloride dihydrate are added to a solution of 100 mg (0.26 mmol) of N-isopropyl-4′-nitrobiphenyl-4-sulfonamide (Example 11A) in 2.0 ml of DMF. After 18 h at room temperature, the reaction mixture is purified by preparative HPLC. The product fractions are concentrated in vacuo and dried under high vacuum. 47 mg (63.2% of theory) of the title compound are obtained. Reactants: Cc1ccccc1, Cc1ccc(S(=O)(=O)O)cc1, CC1CCCC(O)(c2ccsc2)C1. Yields the product CC1C=C(c2ccsc2)CCC1. As a reaction SMILES: [CH3:25][c:26]1[cH:27][cH:28][cH:29][cH:30][cH:31]1.[c:14]1([CH3:15])[cH:16][cH:17][c:18]([S:19]([OH:20])(=[O:21])=[O:22])[cH:23][cH:24]1.[s:1]1[cH:2][c:3]([C:6]2([OH:13])[CH2:7][CH:8]([CH3:12])[CH2:9][CH2:10][CH2:11]2)[cH:4][cH:5]1>>[s:1]1[cH:2][c:3]([C:6]2=[CH:7][CH:8]([CH3:12])[CH2:9][CH2:10][CH2:11]2)[cH:4][cH:5]1.